Task: describe an organic reaction: reactants, conditions, products, and yield. Dataset: the Open Reaction Database (ORD), a public repository of structured organic reaction records Starting materials: [Cl-], ClCCl, O=C(O)CCN1CCCCC1, c1cc2c([nH]1)CCCCN2. Yields the product O=C(CCN1CCCCC1)N1CCCCc2[nH]ccc21. As a reaction SMILES: [Cl-:11].[Cl:23][CH2:24][Cl:25].[N:12]1([CH2:18][CH2:19][C:20](=[O:21])[OH:22])[CH2:13][CH2:14][CH2:15][CH2:16][CH2:17]1.[nH:1]1[cH:2][cH:3][c:4]2[c:10]1[CH2:9][CH2:8][CH2:7][CH2:6][NH:5]2>>[nH:1]1[cH:2][cH:3][c:4]2[c:10]1[CH2:9][CH2:8][CH2:7][CH2:6][N:5]2[C:20]([CH2:19][CH2:18][N:12]1[CH2:13][CH2:14][CH2:15][CH2:16][CH2:17]1)=[O:21]. The reactants are O=C([O-])c1ccccc1, CC(=O)NC1C(OCc2ccccc2)OC(COCc2ccccc2)C(OS(C)(=O)=O)C1OCc1ccccc1, ClCCl, [Li+], CN(C)C=O, O. Product: CC(=O)NC1C(OCc2ccccc2)OC(COCc2ccccc2)C(OC(=O)c2ccccc2)C1OCc1ccccc1. RXN SMILES: [C:41]([c:42]1[cH:43][cH:44][cH:45][cH:46][cH:47]1)(=[O:48])[O-:49].[CH2:1]([c:2]1[cH:3][cH:4][cH:5][cH:6][cH:7]1)[O:8][CH:9]1[CH:10]([NH:37][C:38]([CH3:39])=[O:40])[CH:11]([O:12][CH2:13][c:14]2[cH:15][cH:16][cH:17][cH:18][cH:19]2)[CH:20]([O:21][S:22]([CH3:23])(=[O:24])=[O:25])[CH:26]([CH2:28][O:29][CH2:30][c:31]2[cH:32][cH:33][cH:34][cH:35][cH:36]2)[O:27]1.[Cl:52][CH2:53][Cl:54].[Li+:50].[O:55]=[CH:56][N:57]([CH3:58])[CH3:59].[OH2:51]>>[CH2:1]([c:2]1[cH:3][cH:4][cH:5][cH:6][cH:7]1)[O:8][CH:9]1[CH:10]([NH:37][C:38]([CH3:39])=[O:40])[CH:11]([O:12][CH2:13][c:14]2[cH:15][cH:16][cH:17][cH:18][cH:19]2)[CH:20]([O:21][C:41]([c:42]2[cH:43][cH:44][cH:45][cH:46][cH:47]2)=[O:48])[CH:26]([CH2:28][O:29][CH2:30][c:31]2[cH:32][cH:33][cH:34][cH:35][cH:36]2)[O:27]1. Reaction SMILES: [C:1]([CH3:2])([CH3:3])([CH3:4])[O:5][C:6](=[O:7])[C:8]12[N:9]([C:22](=[O:23])[O:24][C:25]([CH3:26])([CH3:27])[CH3:28])[C:10](=[O:21])[O:11][CH2:12][C:13]1([c:15]1[cH:16][cH:17][cH:18][cH:19][cH:20]1)[CH2:14]2.[C:29](=[O:30])([O-:31])[O-:32].[CH3:35][OH:36].[Cs+:33].[Cs+:34]>>[C:1]([CH3:2])([CH3:3])([CH3:4])[O:5][C:6](=[O:7])[C:8]1([NH:9][C:22](=[O:23])[O:24][C:25]([CH3:26])([CH3:27])[CH3:28])[C:13]([CH2:12][OH:11])([c:15]2[cH:16][cH:17][cH:18][cH:19][cH:20]2)[CH2:14]1. The reactants are CC(C)(C)OC(=O)N1C(=O)OCC2(c3ccccc3)CC12C(=O)OC(C)(C)C, O=C([O-])[O-], CO, [Cs+], [Cs+]. The product is CC(C)(C)OC(=O)NC1(C(=O)OC(C)(C)C)CC1(CO)c1ccccc1. Reactants: C(C)(C)(C)OC(=O)N(CCN(CCCCC(=O)O)CC(C)(SC(C1=CC=CC=C1)(C1=CC=CC=C1)C1=CC=CC=C1)C)CC(C)(C)SC(C1=CC=CC=C1)(C1=CC=CC=C1)C1=CC=CC=C1 (N9 -(t-butoxycarbonyl)-N6,N9 -bis(2-methyl-2-triphenylmethylthiopropyl)-6,9-diazanonanoic acid), ON1C(CCC1=O)=O (N-hydroxysuccinimide), NCCN(CCN)CCN (tris(2-aminoethyl)amine), C(C)(C)N=C=NC(C)C (diisopropylcarbodiimide). Run in C(Cl)Cl (methylene chloride), C(Cl)Cl (methylene chloride). Conditions: time 4 hour. The product is crude product, C(C)(C)(C)OC(=O)N(CCN(CCCCC(=O)N)CC(C)(SC(C1=CC=CC=C1)(C1=CC=CC=C1)C1=CC=CC=C1)C)CC(C)(C)SC(C1=CC=CC=C1)(C1=CC=CC=C1)C1=CC=CC=C1 (N9 -(t-butoxycarbonyl)-N6,N9 -bis(2-methyl-2-triphenylmethylthiopropyl)-6,9-diazanonanamide). RXN SMILES: [C:1]([O:5][C:6]([N:8]([CH2:43][C:44]([S:47][C:48]([C:61]1[CH:66]=[CH:65][CH:64]=[CH:63][CH:62]=1)([C:55]1[CH:60]=[CH:59][CH:58]=[CH:57][CH:56]=1)[C:49]1[CH:54]=[CH:53][CH:52]=[CH:51][CH:50]=1)([CH3:46])[CH3:45])[CH2:9][CH2:10][N:11]([CH2:19][C:20]([CH3:42])([S:22][C:23]([C:36]1[CH:41]=[CH:40][CH:39]=[CH:38][CH:37]=1)([C:30]1[CH:35]=[CH:34][CH:33]=[CH:32][CH:31]=1)[C:24]1[CH:29]=[CH:28][CH:27]=[CH:26][CH:25]=1)[CH3:21])[CH2:12][CH2:13][CH2:14][CH2:15][C:16](O)=[O:17])=[O:7])([CH3:4])([CH3:3])[CH3:2].C([N:70]=C=NC(C)C)(C)C.ON1C(=O)CCC1=O.NCCN(CCN)CCN>C(Cl)Cl>[C:1]([O:5][C:6]([N:8]([CH2:43][C:44]([S:47][C:48]([C:55]1[CH:56]=[CH:57][CH:58]=[CH:59][CH:60]=1)([C:49]1[CH:50]=[CH:51][CH:52]=[CH:53][CH:54]=1)[C:61]1[CH:62]=[CH:63][CH:64]=[CH:65][CH:66]=1)([CH3:45])[CH3:46])[CH2:9][CH2:10][N:11]([CH2:19][C:20]([CH3:42])([S:22][C:23]([C:30]1[CH:31]=[CH:32][CH:33]=[CH:34][CH:35]=1)([C:36]1[CH:37]=[CH:38][CH:39]=[CH:40][CH:41]=1)[C:24]1[CH:25]=[CH:26][CH:27]=[CH:28][CH:29]=1)[CH3:21])[CH2:12][CH2:13][CH2:14][CH2:15][C:16]([NH2:70])=[O:17])=[O:7])([CH3:2])([CH3:3])[CH3:4]. Reported procedure: BAT-BM was prepared as follows. BAT acid (N9 -(t-butoxycarbonyl)-N6,N9 -bis(2-methyl-2-triphenylmethylthiopropyl)-6,9-diazanonanoic acid) (10.03 g, 10.89 mmol) and 75 mL of dry methylene chloride (CH2Cl2) were added to a 250 mL round-bottomed flask equipped with magnetic stir bar and argon balloon. To this solution was added diisopropylcarbodiimide (3.40 mL, 21.7 mmol, 199 mole %), followed by N-hydroxysuccinimide (3.12g, 27.1 mmol, 249 mole %). This solution was observed to become cloudy within... Reactants: [Li+].[OH-].C1CCOC1.O (LiOH THF water), C(C)OC(=O)C1=CN=C(S1)NC([C@H](CC1=CC=CC=C1)NC(\C=C\C1=C(C=CC(=C1)Cl)N1N=NN=C1)=O)=O (2-{(S)-2-[(E)-3-(5-chloro-2-tetrazol-1-yl-phenyl)-acryloylamino]-3-phenyl-propionylamino}-thiazole-5-carboxylic acid ethyl ester), ClCl (chlorine). Yields the product ClC=1C=CC(=C(C1)/C=C/C(=O)N[C@H](C(=O)NC=1SC(=CN1)C(=O)O)CC1=CC=CC=C1)N1N=NN=C1 (2-{(S)-2-[(E)-3-(5-chloro-2-tetrazol-1-yl-phenyl)-acryloylamino]-3-phenyl-propionylamino}-thiazole-5-carboxylic acid). Reaction SMILES: [Li+].[OH-].C1COCC1.O.C([O:11][C:12]([C:14]1[S:18][C:17]([NH:19][C:20](=[O:46])[C@@H:21]([NH:29][C:30](=[O:45])/[CH:31]=[CH:32]/[C:33]2[CH:38]=[C:37]([Cl:39])[CH:36]=[CH:35][C:34]=2[N:40]2[CH:44]=[N:43][N:42]=[N:41]2)[CH2:22][C:23]2[CH:28]=[CH:27][CH:26]=[CH:25][CH:24]=2)=[N:16][CH:15]=1)=[O:13])C.ClCl>>[Cl:39][C:37]1[CH:36]=[CH:35][C:34]([N:40]2[CH:44]=[N:43][N:42]=[N:41]2)=[C:33](/[CH:32]=[CH:31]/[C:30]([NH:29][C@@H:21]([CH2:22][C:23]2[CH:24]=[CH:25][CH:26]=[CH:27][CH:28]=2)[C:20]([NH:19][C:17]2[S:18][C:14]([C:12]([OH:13])=[O:11])=[CH:15][N:16]=2)=[O:46])=[O:45])[CH:38]=1 |f:0.1.2.3|. Reported procedure: LiOH/THF/water hydrolysis of 2-{(S)-2-[(E)-3-(5-chloro-2-tetrazol-1-yl-phenyl)-acryloylamino]-3-phenyl-propionylamino}-thiazole-5-carboxylic acid ethyl ester (Example 19) afforded Example 21. HPLC purity: >98%. LCMS m/z 524.2 (M+H, chlorine isotope). 1H NMR (400 MHz, CD3OD) δ: 9.48 (s, 1H), 8.02 (s, 1H), 7.96 (d, J=2.3 Hz, 1H), 7.68 (dd, J=2.3 & 9.2 Hz, 1H), 7.56 (d, J=8.5 Hz, 1H), 7.31-7.19 (m, 5H), 7.10 (d, J=15.7 Hz, 1H), 6.75 (d, J=15.6 Hz, 1H), 4.9 (t, 1H), 3.30 (m, 1H), 3.11 (m, 1H) ppm. A... The reactants are COC(=O)Br, Cn1nnnc1CCCC(O)=S, CC1CCC(N)CC1, C1CCOC1, c1ccncc1. The product is CC1CCC(NC(=S)CCCc2nnnn2C)CC1. RXN SMILES: [Br:19][C:20]([O:21][CH3:22])=[O:23].[CH3:1][n:2]1[n:3][n:4][n:5][c:6]1[CH2:7][CH2:8][CH2:9][C:10](=[S:11])[OH:12].[CH3:24][CH:25]1[CH2:26][CH2:27][CH:28]([NH2:31])[CH2:29][CH2:30]1.[O:32]1[CH2:33][CH2:34][CH2:35][CH2:36]1.[cH:13]1[cH:14][cH:15][n:16][cH:17][cH:18]1>>[CH3:1][n:2]1[n:3][n:4][n:5][c:6]1[CH2:7][CH2:8][CH2:9][C:10](=[S:11])[NH:31][CH:28]1[CH2:27][CH2:26][CH:25]([CH3:24])[CH2:30][CH2:29]1.